From a dataset of the Open Reaction Database (ORD), a public repository of structured organic reaction records. describe an organic reaction: reactants, conditions, products, and yield RXN SMILES: [CH3:14][n:15]1[cH:16][cH:17][c:18]2[c:19]([CH:24]([CH3:25])[OH:26])[cH:20][cH:21][cH:22][c:23]12.[Cl:27][CH2:28][Cl:29].[n:1]1[c:2]2[c:3]([cH:4][cH:5][cH:6][cH:7]2)[c:8]([C:9](=[O:10])[CH3:11])[cH:12][cH:13]1>>[CH3:14][n:15]1[cH:16][cH:17][c:18]2[c:19]([C:24]([CH3:25])=[O:26])[cH:20][cH:21][cH:22][c:23]12. The product is CC(=O)c1cccc2c1ccn2C. Starting materials: CC(O)c1cccc2c1ccn2C, ClCCl, CC(=O)c1ccnc2ccccc12. Starting materials: Cl (HCl), O1COC2=C1C=CC(=C2)C=O (benzo[d][1,3]dioxole-5-carbaldehyde), C(C(C)C)OC1=C(C=CC=C1)C(C)=O (1-(2-isobutoxyphenyl)ethanone), [OH-].[K+] (potassium hydroxide). The solvent is O (water), CCO (EtOH). Reaction conditions: time 16 hour. Yields the product O1COC2=C1C=CC(=C2)/C=C/C(=O)C2=C(C=CC=C2)OCC(C)C ((E)-3-(benzo[d][1,3]dioxol-5-yl)-1-(2-isobutoxyphenyl)prop-2-en-1-one). As a reaction SMILES: [OH-].[K+].[O:3]1[C:7]2[CH:8]=[CH:9][C:10]([CH:12]=O)=[CH:11][C:6]=2[O:5][CH2:4]1.[CH2:14]([O:18][C:19]1[CH:24]=[CH:23][CH:22]=[CH:21][C:20]=1[C:25](=[O:27])[CH3:26])[CH:15]([CH3:17])[CH3:16].Cl>O.CCO>[O:3]1[C:7]2[CH:8]=[CH:9][C:10](/[CH:12]=[CH:26]/[C:25]([C:20]3[CH:21]=[CH:22][CH:23]=[CH:24][C:19]=3[O:18][CH2:14][CH:15]([CH3:17])[CH3:16])=[O:27])=[CH:11][C:6]=2[O:5][CH2:4]1 |f:0.1|. Procedure details: To a round bottomed flask was added EtOH (20 mL) and potassium hydroxide (320.0 mg, 8 mmol). The mixture was stirred until homogeneous before benzo[d][1,3]dioxole-5-carbaldehyde (0.83 mL, 4.0 mmol) and 1-(2-isobutoxyphenyl)ethanone (770 mg, 4 mmol) were added. The reaction was stirred at room temperature for 16 h, and 5 mL of water was added. The reaction mixture was acidified with 1N HCl until pH=6. The resulting orange precipitate was filtered and submitted to the next step without further pur... Starting materials: CC(C)(C)OC(=O)N1C2CCC(C2)C1CO, CS(C)=O, CCN(C(C)C)C(C)C, O=C(Cl)C(=O)Cl, ClCCl. Yields the product CC(C)(C)OC(=O)N1C2CCC(C2)C1C=O. As a reaction SMILES: [C:11]([CH3:12])([CH3:13])([CH3:14])[O:15][C:16](=[O:17])[N:18]1[CH:19]2[CH2:20][CH2:21][CH:22]([CH:23]1[CH2:24][OH:25])[CH2:26]2.[CH3:7][S:8]([CH3:9])=[O:10].[CH:27]([N:28]([CH2:29][CH3:30])[CH:31]([CH3:32])[CH3:33])([CH3:34])[CH3:35].[Cl:1][C:2]([C:3]([Cl:4])=[O:5])=[O:6].[Cl:36][CH2:37][Cl:38]>>[C:11]([CH3:12])([CH3:13])([CH3:14])[O:15][C:16](=[O:17])[N:18]1[CH:19]2[CH2:20][CH2:21][CH:22]([CH:23]1[CH:24]=[O:25])[CH2:26]2. Reactants: O (water), C(C1=CC=CC=C1)S (Benzyl mercaptan), C([O-])([O-])=O.[Cs+].[Cs+] (cesium carbonate), BrCC(CN1C(N(C(C1=O)(C)C)C)=O)=O (3-(3-bromo-2-oxopropyl)-1,5,5-trimethylimidazolidine-2,4-dione). Solvent: CN(C=O)C (dimethyl formamide). Run at time 18 hour. The product is C(C1=CC=CC=C1)SCC(CN1C(N(C(C1=O)(C)C)C)=O)=O (3-[3-(benzylthio)-2-oxopropyl]-1,5,5-trimethylimidazolidine-2,4-dione). Yield: 47.1%. Reaction SMILES: [CH2:1]([SH:8])[C:2]1[CH:7]=[CH:6][CH:5]=[CH:4][CH:3]=1.C(=O)([O-])[O-].[Cs+].[Cs+].Br[CH2:16][C:17](=[O:29])[CH2:18][N:19]1[C:23](=[O:24])[C:22]([CH3:26])([CH3:25])[N:21]([CH3:27])[C:20]1=[O:28].O>CN(C)C=O>[CH2:1]([S:8][CH2:16][C:17](=[O:29])[CH2:18][N:19]1[C:23](=[O:24])[C:22]([CH3:25])([CH3:26])[N:21]([CH3:27])[C:20]1=[O:28])[C:2]1[CH:7]=[CH:6][CH:5]=[CH:4][CH:3]=1 |f:1.2.3|. Procedure: Benzyl mercaptan (256 μl, 2.2 mmol) was stirred with cesium carbonate (712 mg, 2.2 mmol) in dimethyl formamide (5 ml) at room temperature for 1 hour. 3-(3-bromo-2-oxopropyl)-1,5,5-trimethylimidazolidine-2,4-dione (552 mg, 1.99 mmol) prepared as in WO99/06361 was added and the mixture stirred 18 hours at room temperature. The reaction mixture was treated with water, extracted into ethyl acetate (3×25 ml), the organic phases combined, brine washed and dried. The product was purified by silica chro... Reactants: CC(C)(C)OC(=O)N1CCC(O)(c2cc(F)cc(Cl)c2)C1, ClCCl, O=C(O)C(F)(F)F. The product is OC1(c2cc(F)cc(Cl)c2)CCNC1. Reaction SMILES: [Cl:1][c:2]1[cH:3][c:4]([C:9]2([OH:21])[CH2:10][N:11]([C:14]([O:15][C:16]([CH3:17])([CH3:18])[CH3:19])=[O:20])[CH2:12][CH2:13]2)[cH:5][c:6]([F:8])[cH:7]1.[Cl:29][CH2:30][Cl:31].[OH:22][C:23]([C:24]([F:25])([F:26])[F:27])=[O:28]>>[Cl:1][c:2]1[cH:3][c:4]([C:9]2([OH:21])[CH2:10][NH:11][CH2:12][CH2:13]2)[cH:5][c:6]([F:8])[cH:7]1. The reactants are CC(C)(C)C(=O)OCC(F)(F)S(=O)(=O)[O-], C[O-], CO, Cl, [Na+], c1ccc([S+](c2ccccc2)c2ccccc2)cc1. Product: O=S(=O)([O-])C(F)(F)CO, c1ccc([S+](c2ccccc2)c2ccccc2)cc1. Reaction SMILES: [C:1](=[O:2])([C:3]([CH3:4])([CH3:5])[CH3:6])[O:7][CH2:8][C:9]([S:10](=[O:11])(=[O:12])[O-:13])([F:14])[F:15].[CH3:35][O-:36].[CH3:39][OH:40].[ClH:38].[Na+:37].[c:16]1([S+:22]([c:23]2[cH:24][cH:25][cH:26][cH:27][cH:28]2)[c:29]2[cH:30][cH:31][cH:32][cH:33][cH:34]2)[cH:17][cH:18][cH:19][cH:20][cH:21]1>>[OH:7][CH2:8][C:9]([S:10](=[O:11])(=[O:12])[O-:13])([F:14])[F:15].[c:16]1([S+:22]([c:23]2[cH:24][cH:25][cH:26][cH:27][cH:28]2)[c:29]2[cH:30][cH:31][cH:32][cH:33][cH:34]2)[cH:17][cH:18][cH:19][cH:20][cH:21]1.